Dataset: the Open Reaction Database (ORD), a public repository of structured organic reaction records. Task: describe an organic reaction: reactants, conditions, products, and yield Starting materials: COCC12Cc3cnn(-c4ccc(F)cc4)c3C=C1CCN(C(=O)OC(C)(C)C)C2, O=S(=O)(Cl)c1ccc(Cl)nc1. The product is COCC12Cc3cnn(-c4ccc(F)cc4)c3C=C1CCN(S(=O)(=O)c1ccc(Cl)nc1)C2. As a reaction SMILES: [C:1]([O:2][C:3](=[O:4])[N:8]1[CH2:9][C:10]2([CH2:28][O:29][CH3:30])[CH2:11][c:12]3[c:13]([n:18](-[c:21]4[cH:22][cH:23][c:24]([F:27])[cH:25][cH:26]4)[n:19][cH:20]3)[CH:14]=[C:15]2[CH2:16][CH2:17]1)([CH3:5])([CH3:6])[CH3:7].[Cl:31][c:32]1[cH:33][cH:34][c:35]([S:38](=[O:39])(=[O:40])[Cl:41])[cH:36][n:37]1>>[N:8]1([S:38]([c:35]2[cH:34][cH:33][c:32]([Cl:31])[n:37][cH:36]2)(=[O:39])=[O:40])[CH2:9][C:10]2([CH2:28][O:29][CH3:30])[CH2:11][c:12]3[c:13]([n:18](-[c:21]4[cH:22][cH:23][c:24]([F:27])[cH:25][cH:26]4)[n:19][cH:20]3)[CH:14]=[C:15]2[CH2:16][CH2:17]1.